This data is from the Open Reaction Database (ORD), a public repository of structured organic reaction records. The task is: describe an organic reaction: reactants, conditions, products, and yield The reactants are Intermediate 20, BrC=1C=C(C=CC1C)S(=O)(=O)N1CCCCC1 (1-[(3-bromo-4-methylphenyl)sulfonyl]piperidine), BrC=1C=C(C=CC1C)S(=O)(=O)N1CCCCC1 (1-[(3-bromo-4-methylphenyl)sulfonyl]piperidine), C(C)(C)(C)OC(COC1=C(C=C(C=C1)Cl)C#C)=O (tert-butyl(4-chloro-2-ethynylphenoxy)acetate), C(C)(C)(C)OC(COC1=C(C=C(C=C1)Cl)C#C)=O (tert-butyl(4-chloro-2-ethynylphenoxy)acetate). The product is C(C)(C)(C)OC(COC1=C(C=C(C=C1)Cl)C#CC1=C(C=CC(=C1)S(=O)(=O)N1CCCCC1)C)=O (tert-butyl(4-chloro-2-{[2-methyl-5-(piperidin-1-ylsulfonyl)phenyl]ethynyl}phenoxy)acetate). RXN SMILES: [C:1]([O:5][C:6](=[O:18])[CH2:7][O:8][C:9]1[CH:14]=[CH:13][C:12]([Cl:15])=[CH:11][C:10]=1[C:16]#[CH:17])([CH3:4])([CH3:3])[CH3:2].Br[C:20]1[CH:21]=[C:22]([S:27]([N:30]2[CH2:35][CH2:34][CH2:33][CH2:32][CH2:31]2)(=[O:29])=[O:28])[CH:23]=[CH:24][C:25]=1[CH3:26]>>[C:1]([O:5][C:6](=[O:18])[CH2:7][O:8][C:9]1[CH:14]=[CH:13][C:12]([Cl:15])=[CH:11][C:10]=1[C:16]#[C:17][C:20]1[CH:21]=[C:22]([S:27]([N:30]2[CH2:35][CH2:34][CH2:33][CH2:32][CH2:31]2)(=[O:28])=[O:29])[CH:23]=[CH:24][C:25]=1[CH3:26])([CH3:4])([CH3:3])[CH3:2]. Procedure: Following the general method as outlined in Intermediate 20, starting from (4-chloro-2-ethynyl-phenoxy)-acetic acid tert-butyl ester (Intermediate 3) and 1-[(3-bromo-4-methylphenyl)sulfonyl]piperidine (Intermediate 139), the title compound was obtained as a yellow solid after purification by flash column chromatography (silica), eluting with cyclohexane containing increasing amounts of EtOAc. Reactants: CC(C)(C)OC(=O)NC(Cc1cccc(Br)c1)C(=O)O, C1COCCO1, Cl. Product: NC(Cc1cccc(Br)c1)C(=O)O. RXN SMILES: [Br:1][c:2]1[cH:3][c:4]([CH2:8][CH:9]([C:10](=[O:11])[OH:12])[NH:13][C:14]([O:15][C:16]([CH3:17])([CH3:18])[CH3:19])=[O:20])[cH:5][cH:6][cH:7]1.[CH2:22]1[O:23][CH2:24][CH2:25][O:26][CH2:27]1.[ClH:21]>>[Br:1][c:2]1[cH:3][c:4]([CH2:8][CH:9]([C:10](=[O:11])[OH:12])[NH2:13])[cH:5][cH:6][cH:7]1. Starting materials: ClCC1=CC=C(C(=N1)CC(C)(C)C)C1=C(C=CC(=C1)OC)F (6-(chloromethyl)-2-(2,2-dimethylpropyl)-3-(2-fluoro-5-methoxyphenyl)pyridine), FC=1C=C(C=C(C1)O)CCC(=O)OC (methyl 3-(3-fluoro-5-hydroxyphenyl)propanoate), C([O-])([O-])=O.[Cs+].[Cs+] (cesium carbonate), C(C)(=O)OCC (Ethyl acetate). The solvent is C(C)#N (acetonitrile). The product is CC(CC1=C(C=CC(=N1)COC=1C=C(C=C(C1)F)CCC(=O)OC)C1=C(C=CC(=C1)OC)F)(C)C (methyl 3-(3-((6-(2,2-dimethylpropyl)-5-(2-fluoro-5-methoxyphenyl)pyridin-2-yl)methoxy)-5-fluorophenyl)propanoate). The yield is 76.9%. RXN SMILES: Cl[CH2:2][C:3]1[N:8]=[C:7]([CH2:9][C:10]([CH3:13])([CH3:12])[CH3:11])[C:6]([C:14]2[CH:19]=[C:18]([O:20][CH3:21])[CH:17]=[CH:16][C:15]=2[F:22])=[CH:5][CH:4]=1.[F:23][C:24]1[CH:25]=[C:26]([CH2:31][CH2:32][C:33]([O:35][CH3:36])=[O:34])[CH:27]=[C:28]([OH:30])[CH:29]=1.C(=O)([O-])[O-].[Cs+].[Cs+].C(OCC)(=O)C>C(#N)C>[CH3:11][C:10]([CH3:13])([CH3:12])[CH2:9][C:7]1[N:8]=[C:3]([CH2:2][O:30][C:28]2[CH:27]=[C:26]([CH2:31][CH2:32][C:33]([O:35][CH3:36])=[O:34])[CH:25]=[C:24]([F:23])[CH:29]=2)[CH:4]=[CH:5][C:6]=1[C:14]1[CH:19]=[C:18]([O:20][CH3:21])[CH:17]=[CH:16][C:15]=1[F:22] |f:2.3.4|. Reported procedure: To a solution of 6-(chloromethyl)-2-(2,2-dimethylpropyl)-3-(2-fluoro-5-methoxyphenyl)pyridine (350 mg) in acetonitrile (25 mL) were added methyl 3-(3-fluoro-5-hydroxyphenyl)propanoate (208 mg) and cesium carbonate (1.41 g), and the mixture was heated under reflux for 15 hr. Ethyl acetate was added to the reaction mixture, and the insoluble material was filtered off. The solvent in the filtrate was evaporated under reduced pressure, and the residue was purified by silica gel column chromatography... Reactants: C(CO)(=O)O (glycolic acid), NCP(O)(O)=O (aminomethylphosphonic acid), C(C(C)C)(=O)O (isobutyric acid), flavin mononucleotide, [OH-].[Na+] (NaOH). Run in solution. Conditions: temperature 5 celsius, time 15 hour. Yields the product C(C=O)(=O)O (glyoxylic acid), C(C(=O)O)(=O)O (oxalic acid). As a reaction SMILES: [C:1]([OH:5])(=[O:4])[CH2:2][OH:3].NCP(=O)(O)[OH:9].C(O)(=O)C(C)C.[OH-].[Na+]>>[C:1]([OH:5])(=[O:4])[CH:2]=[O:3].[C:2]([OH:9])(=[O:3])[C:1]([OH:5])=[O:4] |f:3.4|. Reported procedure: A 300-mL EZE-Seal stirred autoclave reactor (Autoclave Engineers) was charged with 100 mL of a solution containing glycolic acid (0.500M), aminomethylphosphonic acid (0.375M), isobutyric acid (0.100M, HPLC internal standard), and flavin mononucleotide (0.01 mM) at pH 8.3 (adjusted with 50% NaOH), and the solution cooled to 5° C. Freshly-harvested Aspergillus nidulans FT17SYCSL/OL (37 g, 44 IU glycolate oxidase and 57,800 IU catalase) were washed with 4×100 mL of KH2PO4 (50 mM, pH 7.0)/FMN (0.01 ... Reactants: O=C([O-])[O-], CC#N, Cc1nc(Cl)nc(NC2CCC(C(=O)NCc3ccccc3C(F)(F)F)CC2)n1, [K+], [K+], NCCO. Yields the product Cc1nc(NCCO)nc(NC2CCC(C(=O)NCc3ccccc3C(F)(F)F)CC2)n1. Reaction SMILES: [C:34](=[O:35])([O-:36])[O-:37].[CH3:40][C:41]#[N:42].[Cl:1][c:2]1[n:3][c:4]([NH:9][CH:10]2[CH2:11][CH2:12][CH:13]([C:16](=[O:17])[NH:18][CH2:19][c:20]3[c:21]([C:26]([F:27])([F:28])[F:29])[cH:22][cH:23][cH:24][cH:25]3)[CH2:14][CH2:15]2)[n:5][c:6]([CH3:8])[n:7]1.[K+:38].[K+:39].[NH2:30][CH2:31][CH2:32][OH:33]>>[c:2]1([NH:30][CH2:31][CH2:32][OH:33])[n:3][c:4]([NH:9][CH:10]2[CH2:11][CH2:12][CH:13]([C:16](=[O:17])[NH:18][CH2:19][c:20]3[c:21]([C:26]([F:27])([F:28])[F:29])[cH:22][cH:23][cH:24][cH:25]3)[CH2:14][CH2:15]2)[n:5][c:6]([CH3:8])[n:7]1.